From a dataset of the Open Reaction Database (ORD), a public repository of structured organic reaction records. describe an organic reaction: reactants, conditions, products, and yield Starting materials: C1(CC1)C1=C(C=NO1)C(=O)OCC (Ethyl 5-cyclopropylisoxazole-4-carboxylate), C(C)(=O)O (acetic acid), Cl (HCl). Solvent: O (water). Yields the product C1(CC1)C1=C(C=NO1)C(=O)O (5-Cyclopropylisoxazole-4-carboxylic acid). Isolated yield 82.1%. RXN SMILES: [CH:1]1([C:4]2[O:8][N:7]=[CH:6][C:5]=2[C:9]([O:11]CC)=[O:10])[CH2:3][CH2:2]1.C(O)(=O)C.Cl>O>[CH:1]1([C:4]2[O:8][N:7]=[CH:6][C:5]=2[C:9]([OH:11])=[O:10])[CH2:2][CH2:3]1. Procedure: Ethyl 5-cyclopropylisoxazole-4-carboxylate (203.0 g, 1.12 mole) [prepared in Step B]was added to a solution of 405 ml of glacial acetic acid plus 505 ml of 6 N HCl and the mixture was heated in an oil bath a 105°-110° C. for 3 h. After 18 h at ambient temperature the thick mixture was diluted with water, cooled in an ice bath and filtered to give 140.8 g of the title acid. Recrystallization of an aliquot from acetonitrile gave an analytical sample, mp 163°-165° C. Reactants: O=C([O-])[O-], CCC(C)=O, Fc1cccc(CBr)c1, O=[N+]([O-])c1ccc(O)c(F)c1, [K+], [K+], O. Yields the product O=[N+]([O-])c1ccc(OCc2cccc(F)c2)c(F)c1. As a reaction SMILES: [C:12](=[O:13])([O-:14])[O-:15].[CH3:27][C:28]([CH2:29][CH3:30])=[O:31].[F:18][c:19]1[cH:20][c:21]([CH2:22][Br:23])[cH:24][cH:25][cH:26]1.[F:1][c:2]1[c:3]([OH:11])[cH:4][cH:5][c:6]([N+:8](=[O:9])[O-:10])[cH:7]1.[K+:16].[K+:17].[OH2:32]>>[F:1][c:2]1[c:3]([O:11][CH2:22][c:21]2[cH:20][c:19]([F:18])[cH:26][cH:25][cH:24]2)[cH:4][cH:5][c:6]([N+:8](=[O:9])[O-:10])[cH:7]1.